This data is from the Open Reaction Database (ORD), a public repository of structured organic reaction records. The task is: describe an organic reaction: reactants, conditions, products, and yield Run in CCO (EtOH), [Cl-].[Na+].O (Brine). Run at time 30 minute. As a reaction SMILES: [OH-].[Na+].C([O:5][C:6]([C:8]1([OH:19])[C:16]2[C:11](=[C:12]([O:17][CH3:18])[CH:13]=[CH:14][CH:15]=2)[CH2:10][CH2:9]1)=[O:7])C>CCO.[Cl-].[Na+].O>[OH:19][C:8]1([C:6]([OH:7])=[O:5])[C:16]2[C:11](=[C:12]([O:17][CH3:18])[CH:13]=[CH:14][CH:15]=2)[CH2:10][CH2:9]1 |f:0.1,4.5.6|. Reported procedure: NaOH (19M; 1.0 mL) was added to a solution of 1-hydroxy-4-methoxyindan-1-yl-carboxylic acid ethyl ester (0.90 g; 3.8 mmol; from step (ii) above) in EtOH (20 mL) and the solution was stirred for 30 minutes. Brine (40 mL) was added and the mixture was washed with EtOAc, cautiously made acidic to pH 2 (HCl; 2M), and the aqueous solution was extracted with EtOAc. The organic layer was washed with brine, dried (Na2SO4) and concentrated, yielding 0.70 g (88%) of the sub-title substance. Starting materials: [OH-].[Na+] (NaOH), C(C)OC(=O)C1(CCC2=C(C=CC=C12)OC)O (1-Hydroxy-4-methoxyindan-1-yl-carboxylic Acid Ethyl Ester). Yields the product OC1(CCC2=C(C=CC=C12)OC)C(=O)O (1-Hydroxy-4-methoxyindan-1-yl-carboxylic Acid). Starting materials: OCCOCC=C (allyl hydroxyethyl ether), C(C)(C)N(CC)C(C)C (diisopropylethylamine), CS(=O)(=O)Cl (methanesulfonyl chloride). Solvent: ClCCl (dichloromethane). Reaction conditions: time 1.5 hour. Yields the product CS(=O)(=O)CCOCC=C (allyl methanesulfonylethyl ether). Reaction SMILES: O[CH2:2][CH2:3][O:4][CH2:5][CH:6]=[CH2:7].C(N(C(C)C)CC)(C)C.[CH3:17][S:18](Cl)(=[O:20])=[O:19]>ClCCl>[CH3:17][S:18]([CH2:2][CH2:3][O:4][CH2:5][CH:6]=[CH2:7])(=[O:20])=[O:19]. Procedure details: Combine allyl hydroxyethyl ether (1.02 g, 10 mmol), and diisopropylethylamine (4.0 mL, 23 mmol), and dichloromethane (20 mL). Cool in an ice-bath. Add dropwise, methanesulfonyl chloride (1.0 mL, 13 mmol). After 1.5 hours, extract the reaction mixture with 1M aqueous hydrochloric acid solution, saturated aqueous sodium bicarbonate solution, and saturated aqueous sodium chloride solution. Dry the organic layer over Na2SO4, filter, and evaporate in vacuo to obtain allyl methanesulfonylethyl ether: ...